Dataset: the Open Reaction Database (ORD), a public repository of structured organic reaction records. Task: describe an organic reaction: reactants, conditions, products, and yield Reactants: C1COCCO1, COc1nc2c(N)nc(OCCOC(C)C)nc2n1CC1CCOCC1, CO, Cl, [Na+], [OH-], O. Product: CC(C)OCCOc1nc(N)c2[nH]c(=O)n(CC3CCOCC3)c2n1. Reaction SMILES: [CH2:32]1[O:33][CH2:34][CH2:35][O:36][CH2:37]1.[CH3:1][CH:2]([CH3:3])[O:4][CH2:5][CH2:6][O:7][c:8]1[n:9][c:10]([NH2:26])[c:11]2[n:12][c:13]([O:24][CH3:25])[n:14]([CH2:17][CH:18]3[CH2:19][CH2:20][O:21][CH2:22][CH2:23]3)[c:15]2[n:16]1.[CH3:30][OH:31].[ClH:27].[Na+:29].[OH-:28].[OH2:38]>>[CH3:1][CH:2]([CH3:3])[O:4][CH2:5][CH2:6][O:7][c:8]1[n:9][c:10]([NH2:26])[c:11]2[nH:12][c:13](=[O:24])[n:14]([CH2:17][CH:18]3[CH2:19][CH2:20][O:21][CH2:22][CH2:23]3)[c:15]2[n:16]1.